Dataset: the Open Reaction Database (ORD), a public repository of structured organic reaction records. Task: describe an organic reaction: reactants, conditions, products, and yield Starting materials: C1CCOC1, Cc1n[nH]c(C)c1B1OC(C)(C)C(C)(C)O1, C[Si](C)(C)CCOCCl, [H-], [Na+]. Yields the product Cc1nn(COCC[Si](C)(C)C)c(C)c1B1OC(C)(C)C(C)(C)O1. Reaction SMILES: [CH2:28]1[O:29][CH2:30][CH2:31][CH2:32]1.[CH3:1][c:2]1[n:3][nH:4][c:5]([CH3:16])[c:6]1[B:7]1[O:8][C:9]([CH3:14])([CH3:15])[C:10]([CH3:12])([CH3:13])[O:11]1.[Cl:19][CH2:20][O:21][CH2:22][CH2:23][Si:24]([CH3:25])([CH3:26])[CH3:27].[H-:18].[Na+:17]>>[CH3:1][c:2]1[n:3][n:4]([CH2:20][O:21][CH2:22][CH2:23][Si:24]([CH3:25])([CH3:26])[CH3:27])[c:5]([CH3:16])[c:6]1[B:7]1[O:8][C:9]([CH3:14])([CH3:15])[C:10]([CH3:12])([CH3:13])[O:11]1. Reactants: C(C#C)Br (propargyl bromide), C(C)C(=O)C (methyl ethyl ketone), C([O-])([O-])=O.[K+].[K+] (potassium carbonate), C(C)C(=O)C (methyl ethyl ketone), C1(=CC(=CC=C1)S)C (m-toluenethiol), C(C)C(=O)C (methyl ethyl ketone). The solvent is O (water). Conditions: time 1 hour. The product is CC=1C=C(C=CC1)SCC#C (3-methyl-1-prop-2-ynylthiobenzene). Isolated yield 92.0%. Reaction SMILES: C(=O)([O-])[O-].[K+].[K+].[CH2:7]([C:9](C)=O)[CH3:8].[C:12]1([CH3:19])[CH:17]=[CH:16][CH:15]=[C:14]([SH:18])[CH:13]=1.C(Br)C#C>O>[CH3:19][C:12]1[CH:13]=[C:14]([S:18][CH2:9][C:7]#[CH:8])[CH:15]=[CH:16][CH:17]=1 |f:0.1.2|. Procedure: A condenser, an internal thermometer, a mechanical stirrer and a dropping funnel were attached to a 5-L three-neck flask. Into the flask, were introduced 673 g of potassium carbonate and 1500 mL of methyl ethyl ketone. Into the dropping funnel, were introduced 500 g of m-toluenethiol and 200 mL of methyl ethyl ketone. Both were dropped in 10 minutes. The resulting mixture was intactly stirred at room temperature for 1 hour. The internal temperature was raised to 28° C. The three-neck flask was d... Reactants: FC(C(=O)O)(F)F (trifluoroacetic acid), O1C(=NC=C1)C(C)NC(=O)C1=CN(C2=NC=C(N=C21)C2=NN(C1=CC(=CC=C21)Cl)C)COCC[Si](C)(C)C (2-(6-chloro-1-methyl-1H-indazol-3-yl)-5-(2-trimethylsilanylethoxymethyl)-5H-pyrrolo[2,3-b]pyrazine-7-carboxylic acid (1-oxazol-2-yl-ethyl)-amide), C(CN)N (ethylenediamine). The solvent is ClCCl (dichloromethane). Conditions: time 2 hour. The product is O1C(=NC=C1)C(C)NC(=O)C1=CNC2=NC=C(N=C21)C2=NN(C1=CC(=CC=C21)Cl)C (2-(6-chloro-1-methyl-1H-indazol-3-yl)-5H-pyrrolo[2,3-b]pyrazine-7-carboxylic acid (1-oxazol-2-yl-ethyl)-amide). Yield: 81.5%. Reaction SMILES: [O:1]1[CH:5]=[CH:4][N:3]=[C:2]1[CH:6]([NH:8][C:9]([C:11]1[C:19]2[C:14](=[N:15][CH:16]=[C:17]([C:20]3[C:28]4[C:23](=[CH:24][C:25]([Cl:29])=[CH:26][CH:27]=4)[N:22]([CH3:30])[N:21]=3)[N:18]=2)[N:13](COCC[Si](C)(C)C)[CH:12]=1)=[O:10])[CH3:7].FC(F)(F)C(O)=O.C(N)CN>ClCCl>[O:1]1[CH:5]=[CH:4][N:3]=[C:2]1[CH:6]([NH:8][C:9]([C:11]1[C:19]2[C:14](=[N:15][CH:16]=[C:17]([C:20]3[C:28]4[C:23](=[CH:24][C:25]([Cl:29])=[CH:26][CH:27]=4)[N:22]([CH3:30])[N:21]=3)[N:18]=2)[NH:13][CH:12]=1)=[O:10])[CH3:7]. Reported procedure: In a round-bottomed flask, 2-(6-chloro-1-methyl-1H-indazol-3-yl)-5-(2-trimethylsilanylethoxymethyl)-5H-pyrrolo[2,3-b]pyrazine-7-carboxylic acid (1-oxazol-2-yl-ethyl)-amide (106 mg, 0.192 mmol) was dissolved in dichloromethane (0.9 ml) and trifluoroacetic acid (0.6 ml, 7.7 mmol) was added. The reaction mixture was stirred at room temperature for 2 h then concentrated. The residue was dissolved in dichloromethane (0.9 ml) and ethylenediamine (0.8 ml, 11.7 mmol) was added. The yellow solution was s... Starting materials: NS(=O)(=O)c1cccc(Br)c1, COC(OC)N(C)C, CN(C)C=O, O. Product: CN(C)C=NS(=O)(=O)c1cccc(Br)c1. As a reaction SMILES: [Br:1][c:2]1[cH:3][c:4]([S:8](=[O:9])(=[O:10])[NH2:11])[cH:5][cH:6][cH:7]1.[CH3:12][O:13][CH:14]([N:15]([CH3:16])[CH3:17])[O:18][CH3:19].[O:21]=[CH:22][N:23]([CH3:24])[CH3:25].[OH2:20]>>[Br:1][c:2]1[cH:3][c:4]([S:8](=[O:9])(=[O:10])[N:11]=[CH:14][N:15]([CH3:16])[CH3:17])[cH:5][cH:6][cH:7]1. The reactants are CC1(CC(NC2=C(C=C(C=C12)NC1=C(C=CC=C1)[N+](=O)[O-])C)=O)C.[H][H] (3,4-dihydro-4,4,8-trimethyl-6-[(N-2-nitrophenyl)-amino]-2-(1H)-quinolone hydrogen), C (charcoal). Product: CC1(CC(NC2=C(C=C(C=C12)NC1=C(C=CC=C1)N)C)=O)C (3,4-Dihydro-4,4,8-trimethyl-6-[(N-2-aminophenyl)-amino]-2-(1H)-quinolone). RXN SMILES: [CH3:1][C:2]1([CH3:24])[C:11]2[C:6](=[C:7]([CH3:22])[CH:8]=[C:9]([NH:12][C:13]3[CH:18]=[CH:17][CH:16]=[CH:15][C:14]=3[N+:19]([O-])=O)[CH:10]=2)[NH:5][C:4](=[O:23])[CH2:3]1.[H][H].C>>[CH3:1][C:2]1([CH3:24])[C:11]2[C:6](=[C:7]([CH3:22])[CH:8]=[C:9]([NH:12][C:13]3[CH:18]=[CH:17][CH:16]=[CH:15][C:14]=3[NH2:19])[CH:10]=2)[NH:5][C:4](=[O:23])[CH2:3]1 |f:0.1|. Procedure details: This compound, m.p. 90°, was prepared similarly to Preparation 17 using 3,4-dihydro-4,4,8-trimethyl-6-[(N-2-nitrophenyl)-amino]-2-(1H)-quinolone hydrogen and palladised charcoal as starting materials. The product was characterised spectroscopically and used directly in Example 14. Reactants: CCO, [Cl-], [Na+], [OH-], N#Cc1cc([N+](=O)[O-])ccc1Sc1ccccc1. Product: N#Cc1cc(N)ccc1Sc1ccccc1. Reaction SMILES: [CH3:22][CH2:23][OH:24].[Cl-:19].[Na+:21].[OH-:20].[c:1]1([S:7][c:8]2[c:9]([C:17]#[N:18])[cH:10][c:11]([N+:14]([O-:15])=[O:16])[cH:12][cH:13]2)[cH:2][cH:3][cH:4][cH:5][cH:6]1>>[c:1]1([S:7][c:8]2[c:9]([C:17]#[N:18])[cH:10][c:11]([NH2:14])[cH:12][cH:13]2)[cH:2][cH:3][cH:4][cH:5][cH:6]1. The reactants are COC(=O)c1ccccc1CBr, CCOC(C)=O, Cc1ccccc1, CCCCCC, NCCCc1ccc(Cl)cc1, [K+], [K+], O=C([O-])[O-]. Yields the product O=C1c2ccccc2CN1CCCc1ccc(Cl)cc1. RXN SMILES: [CH3:1][O:2][C:3]([c:4]1[c:5]([CH2:10][Br:11])[cH:6][cH:7][cH:8][cH:9]1)=[O:12].[CH3:30][CH2:31][O:32][C:33](=[O:34])[CH3:35].[CH3:36][c:37]1[cH:38][cH:39][cH:40][cH:41][cH:42]1.[CH3:43][CH2:44][CH2:45][CH2:46][CH2:47][CH3:48].[Cl:13][c:14]1[cH:15][cH:16][c:17]([CH2:20][CH2:21][CH2:22][NH2:23])[cH:18][cH:19]1.[K+:24].[K+:25].[O-:26][C:27]([O-:28])=[O:29]>>[C:3]1(=[O:12])[c:4]2[c:5]([cH:6][cH:7][cH:8][cH:9]2)[CH2:10][N:23]1[CH2:22][CH2:21][CH2:20][c:17]1[cH:16][cH:15][c:14]([Cl:13])[cH:19][cH:18]1.